Dataset: the Open Reaction Database (ORD), a public repository of structured organic reaction records. Task: describe an organic reaction: reactants, conditions, products, and yield Starting materials: O=O (oxygen), CC(=O)C1=CC(OC)=C(O)C=C1 (acetovanillone), [OH-].[Na+] (NaOH), [OH-].[Na+] (NaOH), CC(=O)C1=CC(OC)=C(O)C=C1 (acetovanillone), [Na].[N+](=O)([O-])C=1C=C(C=CC1)S(=O)(=O)[O-] (sodium m-nitrobenzene sulfonate), oxides, sulfates. Reagents/catalysts: [Mn] (manganese), [Fe] (iron), [Cu] (copper). Run at temperature 180 celsius. The product is O=CC1=CC(OC)=C(O)C=C1 (vanillin). RXN SMILES: C[C:2]([C:4]1[CH:12]=[CH:11][C:9]([OH:10])=[C:6]([O:7][CH3:8])[CH:5]=1)=[O:3].[OH-].[Na+].O=O.[Na].[N+](C1C=C(S([O-])(=O)=O)C=CC=1)([O-])=O>[Cu].[Mn].[Fe]>[O:3]=[CH:2][C:4]1[CH:12]=[CH:11][C:9]([OH:10])=[C:6]([O:7][CH3:8])[CH:5]=1 |f:1.2,4.5,^1:16|. Procedure details: Two-gram samples of acetovanillone were separately placed in a batch type reactor vessel with 100 gr of 2N NaOH so that the ratio of NaOH to acetovanillone was 4:1. The reactor vessel was heated to about 180° C. and pressurized with either air or air enriched to 40% oxygen to the pressures indicated in Table 1. The reaction was allowed to proceed for the time indicated in Table 1. In some cases, as indicated in Table 1, sulfates and oxides of the transition elements copper, manganese and iron we...